This data is from the Open Reaction Database (ORD), a public repository of structured organic reaction records. The task is: describe an organic reaction: reactants, conditions, products, and yield Reactants: CC(=O)O, CCOC(C)=O, Cl, [K+], [K+], CCC(=O)CCC1(CC)Cc2c(ccc(N)c2Br)C1=O, O=C([O-])[O-]. The product is CCC12CCC(=O)C(C)=C1c1ccc(N)c(Br)c1C2. RXN SMILES: [CH3:27][C:28](=[O:29])[OH:30].[CH3:32][CH2:33][O:34][C:35]([CH3:36])=[O:37].[ClH:31].[K+:21].[K+:22].[NH2:1][c:2]1[c:3]([Br:20])[c:4]2[c:8]([cH:9][cH:10]1)[C:7](=[O:11])[C:6]([CH2:12][CH2:13][C:14]([CH2:15][CH3:16])=[O:17])([CH2:18][CH3:19])[CH2:5]2.[O-:23][C:24]([O-:25])=[O:26]>>[NH2:1][c:2]1[c:3]([Br:20])[c:4]2[c:8]([cH:9][cH:10]1)[C:7]1=[C:15]([CH3:16])[C:14](=[O:17])[CH2:13][CH2:12][C:6]1([CH2:18][CH3:19])[CH2:5]2.